Dataset: the Open Reaction Database (ORD), a public repository of structured organic reaction records. Task: describe an organic reaction: reactants, conditions, products, and yield Reactants: FC1=CC=C(S1)C12N=C(SCC1CN(C2)C2=NC=CC=N2)NC(C2=CC=CC=C2)=O (N-[7a-(5-fluoro-2-thienyl)-6-pyrimidin-2-yl-4,4a,5,7-tetrahydropyrrolo[3,4-d][1,3]thiazin-2-yl]benzamide), N1=CC=CC=C1 (pyridine), Cl.CON (O-methylhydroxylamine hydrochloride). The solvent is C(C)O (ethanol), C(C)(=O)OCC (ethyl acetate). Run at temperature 58 celsius. The product is FC1=CC=C(S1)C12N=C(SCC1CN(C2)C2=NC=CC=N2)N (Racemic 7a-(5-Fluoro-2-thienyl)-6-pyrimidin-2-yl-4,4a,5,7-tetrahydropyrrolo[3,4-d][1,3]thiazin-2-amine). Yield: 85.1%. RXN SMILES: [F:1][C:2]1[S:6][C:5]([C:7]23[CH2:15][N:14]([C:16]4[N:21]=[CH:20][CH:19]=[CH:18][N:17]=4)[CH2:13][CH:12]2[CH2:11][S:10][C:9]([NH:22]C(=O)C2C=CC=CC=2)=[N:8]3)=[CH:4][CH:3]=1.N1C=CC=CC=1.Cl.CON>C(O)C.C(OCC)(=O)C>[F:1][C:2]1[S:6][C:5]([C:7]23[CH2:15][N:14]([C:16]4[N:17]=[CH:18][CH:19]=[CH:20][N:21]=4)[CH2:13][CH:12]2[CH2:11][S:10][C:9]([NH2:22])=[N:8]3)=[CH:4][CH:3]=1 |f:2.3|. Procedure details: To a stirred solution of the N-[7a-(5-fluoro-2-thienyl)-6-pyrimidin-2-yl-4,4a,5,7-tetrahydropyrrolo[3,4-d][1,3]thiazin-2-yl]benzamide (100 mg, 0.228 mmol) in ethanol (4.6 mL) is added pyridine (0.184 mL, 2.28 mmol) and O-methylhydroxylamine hydrochloride (190 mg, 2.28 mmol). The resulting mixture is heated at 58° C. for 15 hours. The solution is allowed to cool to room temperature, diluted with ethyl acetate (25 mL), and washed with dilute sodium bicarbonate ((20 mL) prepared from water (10 mL) ...